From a dataset of the Open Reaction Database (ORD), a public repository of structured organic reaction records. describe an organic reaction: reactants, conditions, products, and yield Starting materials: C(=C\CCCCCCCCCC)/C1=C(CO)C=CC=C1 (2-(1-trans-dodecenyl)benzyl alcohol). The reagents and catalysts are [O-2].[O-2].[Mn+4] (manganese dioxide). Solvent: C(C)(=O)OCC (ethyl acetate). Reaction conditions: time 18 hour. Yields the product C(=C\CCCCCCCCCC)/C1=C(C=O)C=CC=C1 (2-(1-trans-dodecenyl)benzaldehyde). As a reaction SMILES: [CH:1](/[C:13]1[CH:20]=[CH:19][CH:18]=[CH:17][C:14]=1[CH2:15][OH:16])=[CH:2]\[CH2:3][CH2:4][CH2:5][CH2:6][CH2:7][CH2:8][CH2:9][CH2:10][CH2:11][CH3:12]>C(OCC)(=O)C.[O-2].[O-2].[Mn+4]>[CH:1](/[C:13]1[CH:20]=[CH:19][CH:18]=[CH:17][C:14]=1[CH:15]=[O:16])=[CH:2]\[CH2:3][CH2:4][CH2:5][CH2:6][CH2:7][CH2:8][CH2:9][CH2:10][CH2:11][CH3:12] |f:2.3.4|. Procedure: To a suspension of lithium aluminum hydride (22.2 mmoles) in tetrahydrofuran (30 ml) under argon, cooled to 0° C., was added 2-(1-dodecyn-1-yl) benzaldehyde (11.1 mmoles, prepared as in Example 4(a) in tetrahydrofuran (10 ml), dropwise with stirring. After coming to room temperature, the reaction mixture was refluxed for 18 hours. The reaction mixture was then cooled to 0° C., ice was added, followed by ether and dilute hydrochloric acid, and the layers were separated. The organic layer was wash... The reactants are O=C([O-])[O-], CO, [K+], [K+], O, CC(C)(C)OC(=O)N(CCc1cccc(CN2CCC3(CC2)CN(C(=O)C(F)(F)F)CCO3)c1)CC(O)c1ccc(O)c2[nH]c(=O)ccc12. Yields the product CC(C)(C)OC(=O)N(CCc1cccc(CN2CCC3(CC2)CNCCO3)c1)CC(O)c1ccc(O)c2[nH]c(=O)ccc12. Reaction SMILES: [C:50](=[O:51])([O-:52])[O-:53].[CH3:56][OH:57].[K+:54].[K+:55].[OH2:58].[OH:1][CH:2]([CH2:3][N:4]([C:5]([O:6][C:7]([CH3:8])([CH3:9])[CH3:10])=[O:11])[CH2:12][CH2:13][c:14]1[cH:15][c:16]([CH2:20][N:21]2[CH2:22][CH2:23][C:24]3([CH2:25][N:26]([C:30](=[O:31])[C:32]([F:33])([F:34])[F:35])[CH2:27][CH2:28][O:29]3)[CH2:36][CH2:37]2)[cH:17][cH:18][cH:19]1)[c:38]1[c:39]2[cH:40][cH:41][c:42](=[O:49])[nH:43][c:44]2[c:45]([OH:48])[cH:46][cH:47]1>>[OH:1][CH:2]([CH2:3][N:4]([C:5]([O:6][C:7]([CH3:8])([CH3:9])[CH3:10])=[O:11])[CH2:12][CH2:13][c:14]1[cH:15][c:16]([CH2:20][N:21]2[CH2:22][CH2:23][C:24]3([CH2:25][NH:26][CH2:27][CH2:28][O:29]3)[CH2:36][CH2:37]2)[cH:17][cH:18][cH:19]1)[c:38]1[c:39]2[cH:40][cH:41][c:42](=[O:49])[nH:43][c:44]2[c:45]([OH:48])[cH:46][cH:47]1.